From a dataset of the Open Reaction Database (ORD), a public repository of structured organic reaction records. describe an organic reaction: reactants, conditions, products, and yield Reactants: [Na] (Sodium), COCCO (2-methoxyethanol), ClC1=NC(=NC(=C1)C)NC1=CC(=C(C=C1)N1C=NC(=C1)C)OC ((4-Chloro-6-methyl-pyrimidin-2-yl)-[3-methoxy-4-(4-methyl-imidazol-1-yl)-phenyl]-amine). Run at temperature 100 celsius. The product is COCCOC1=NC(=NC(=C1)C)NC1=CC(=C(C=C1)N1C=NC(=C1)C)OC ([4-(2-Methoxy-ethoxy)-6-methyl-pyrimidin-2-yl]-[3-methoxy-4-(4-methyl-imidazol-1-yl)-phenyl]-amine). The yield is 37.0%. As a reaction SMILES: [Na].Cl[C:3]1[CH:8]=[C:7]([CH3:9])[N:6]=[C:5]([NH:10][C:11]2[CH:16]=[CH:15][C:14]([N:17]3[CH:21]=[C:20]([CH3:22])[N:19]=[CH:18]3)=[C:13]([O:23][CH3:24])[CH:12]=2)[N:4]=1.[CH3:25][O:26][CH2:27][CH2:28][OH:29]>>[CH3:25][O:26][CH2:27][CH2:28][O:29][C:3]1[CH:8]=[C:7]([CH3:9])[N:6]=[C:5]([NH:10][C:11]2[CH:16]=[CH:15][C:14]([N:17]3[CH:21]=[C:20]([CH3:22])[N:19]=[CH:18]3)=[C:13]([O:23][CH3:24])[CH:12]=2)[N:4]=1 |^1:0|. Procedure details: Sodium (10 mg, 0.45 mmol) was dissolved under an atmosphere of nitrogen in 2-methoxyethanol (0.95 mL). (4-Chloro-6-methyl-pyrimidin-2-yl)-[3-methoxy-4-(4-methyl-imidazol-1-yl)-phenyl]-amine (99 mg, 0.3 mmol) was added and the suspension was heated to 100° C. for 2 hours. The solvent was evaporated under reduced pressure and the residue was taken up in water and extracted twice with diethyl ether. The combined organic layers were washed with brine, dried over sodium sulfate, filtered and evaporat... The reactants are [ 1 ], BrC1=CC=C(C=C1)OCCCCCCCC (4-bromo-1-n-octyloxybenzene), C1=CC=CC=C1 (benzene), C([O-])([O-])=O.[Na+].[Na+] (sodium carbonate), FC1=C(C=CC=C1F)B(O)O (2,3-difluorophenyl boronic acid). Reagents/catalysts: [Pd].C1(=CC=CC=C1)P(C1=CC=CC=C1)C1=CC=CC=C1.C1(=CC=CC=C1)P(C1=CC=CC=C1)C1=CC=CC=C1.C1(=CC=CC=C1)P(C1=CC=CC=C1)C1=CC=CC=C1.C1(=CC=CC=C1)P(C1=CC=CC=C1)C1=CC=CC=C1 (tetrakis(triphenylphosphine) palladium(0)). The solvent is CCOCC (ether), C(C)O (ethanol). Product: C(CCCCCCC)OC1=CC=C(C=C1)C1=C(C(=CC=C1)F)F (4-n-octyloxy-2', 3'-difluorobiphenyl). RXN SMILES: Br[C:2]1[CH:7]=[CH:6][C:5]([O:8][CH2:9][CH2:10][CH2:11][CH2:12][CH2:13][CH2:14][CH2:15][CH3:16])=[CH:4][CH:3]=1.C1C=CC=CC=1.C(=O)([O-])[O-].[Na+].[Na+].[F:29][C:30]1[C:35]([F:36])=[CH:34][CH:33]=[CH:32][C:31]=1B(O)O>[Pd].C1(P(C2C=CC=CC=2)C2C=CC=CC=2)C=CC=CC=1.C1(P(C2C=CC=CC=2)C2C=CC=CC=2)C=CC=CC=1.C1(P(C2C=CC=CC=2)C2C=CC=CC=2)C=CC=CC=1.C1(P(C2C=CC=CC=2)C2C=CC=CC=2)C=CC=CC=1.CCOCC.C(O)C>[CH2:9]([O:8][C:5]1[CH:6]=[CH:7][C:2]([C:34]2[CH:33]=[CH:32][CH:31]=[C:30]([F:29])[C:35]=2[F:36])=[CH:3][CH:4]=1)[CH2:10][CH2:11][CH2:12][CH2:13][CH2:14][CH2:15][CH3:16] |f:2.3.4,6.7.8.9.10|. Procedure details: To a mixture of 4.2 g of the 4-bromo-1-n-octyloxybenzene, 0.5 g of tetrakis(triphenylphosphine) palladium(0), 53 ml of benzene, and 53 ml of an aqueous sodium carbonate solution (2 mol/liter), 26 ml of ethanol containing 3.0 g of 2,3-difluorophenyl boronic acid synthesized by the same method as in [1] in Example 1 was added dropwise, and then the solution thus formed was heated to reflux for 5 hours. After the solution was cooled, it was added with 200 ml of an ether to extract the product, wash...